From a dataset of the Open Reaction Database (ORD), a public repository of structured organic reaction records. describe an organic reaction: reactants, conditions, products, and yield Starting materials: OC=1C(=CC=C2C=CC=NC12)C(=O)O (8-Hydroxyquinoline-7-carboxylic acid), BrBr (bromine), O (water). Yields the product BrC1=C2C=CC=NC2=C(C(=C1)C(=O)O)O (5-Bromo-8-hydroxyquinoline-7-carboxylic Acid). Solvent: C(C)(=O)O (acetic acid). RXN SMILES: [OH:1][C:2]1[C:3]([C:12]([OH:14])=[O:13])=[CH:4][CH:5]=[C:6]2[C:11]=1[N:10]=[CH:9][CH:8]=[CH:7]2.[Br:15]Br.O>C(O)(=O)C>[Br:15][C:5]1[CH:4]=[C:3]([C:12]([OH:14])=[O:13])[C:2]([OH:1])=[C:11]2[C:6]=1[CH:7]=[CH:8][CH:9]=[N:10]2. Yield: 100.9%. Procedure details: 8-Hydroxyquinoline-7-carboxylic acid (1.00 g) is suspended in 25 mL acetic acid. To this is added bromine (0.845 g) dropwise. The mixture is heated to reflux for 1 h, then poured into cold water. The resulting solid is collected, washed with water and dried to yield 1.43 g of the title product as a yellow solid.